From a dataset of the Open Reaction Database (ORD), a public repository of structured organic reaction records. describe an organic reaction: reactants, conditions, products, and yield The reactants are CCOC(CNc1nnnn1-c1ccccc1)OCC, CCO, Cl, Cl, O, NCCc1ccc(O)c(O)c1. Product: Oc1cc2c(cc1O)C(CNc1nnnn1-c1ccccc1)NCC2, Cl. As a reaction SMILES: [CH2:1]([O:2][CH:4]([O:3][CH2:18][CH3:19])[CH2:5][NH:6][c:7]1[n:8][n:9][n:10][n:11]1-[c:12]1[cH:13][cH:14][cH:15][cH:16][cH:17]1)[CH3:20].[CH3:33][CH2:34][OH:35].[ClH:21].[ClH:36].[OH2:37].[OH:22][c:23]1[cH:24][c:25]([CH2:26][CH2:27][NH2:28])[cH:29][cH:30][c:31]1[OH:32]>>[CH:4]1([CH2:5][NH:6][c:7]2[n:8][n:9][n:10][n:11]2-[c:12]2[cH:13][cH:14][cH:15][cH:16][cH:17]2)[NH:28][CH2:27][CH2:26][c:25]2[cH:24][c:23]([OH:22])[c:31]([OH:32])[cH:30][c:29]21.[ClH:21]. Starting materials: O=C([O-])[O-], CCOC(=O)CCN(c1ccc2c(c1)nc(COc1ccc(C#N)cc1)n2C)S(=O)(=O)c1cccc2cccnc12, CCO, [NH4+], [NH4+]. Product: CCOC(=O)CCN(c1ccc2c(c1)nc(COc1ccc(C(=N)N)cc1)n2C)S(=O)(=O)c1cccc2cccnc12. RXN SMILES: [C:42](=[O:43])([O-:44])[O-:45].[CH3:1][n:2]1[c:3]([CH2:32][O:33][c:34]2[cH:35][cH:36][c:37]([C:40]#[N:41])[cH:38][cH:39]2)[n:4][c:5]2[c:6]1[cH:7][cH:8][c:9]([N:11]([CH2:12][CH2:13][C:14](=[O:15])[O:16][CH2:17][CH3:18])[S:19](=[O:20])(=[O:21])[c:22]1[cH:23][cH:24][cH:25][c:26]3[cH:27][cH:28][cH:29][n:30][c:31]13)[cH:10]2.[CH3:48][CH2:49][OH:50].[NH4+:46].[NH4+:47]>>[CH3:1][n:2]1[c:3]([CH2:32][O:33][c:34]2[cH:35][cH:36][c:37]([C:40]([NH2:41])=[NH:46])[cH:38][cH:39]2)[n:4][c:5]2[c:6]1[cH:7][cH:8][c:9]([N:11]([CH2:12][CH2:13][C:14](=[O:15])[O:16][CH2:17][CH3:18])[S:19](=[O:20])(=[O:21])[c:22]1[cH:23][cH:24][cH:25][c:26]3[cH:27][cH:28][cH:29][n:30][c:31]13)[cH:10]2.